This data is from the Open Reaction Database (ORD), a public repository of structured organic reaction records. The task is: describe an organic reaction: reactants, conditions, products, and yield Starting materials: O=C1C=2C=C(C(NC2CCC1)=S)C#N (5-oxo-2-thioxo-1,2,5,6,7,8-hexahydro-quinoline-3-carbonitrile), NC1=CC(CC(C1)C1=CC=CC=C1)=O (3-amino-5-phenylcyclohex-2-en-1-one), C(C#C)(=O)OCC (ethyl propiolate). Yields the product C1(=CC=CC=C1)C1CC(C=2C=CC(NC2C1)=O)=O (7-Phenyl-7,8-dihydro-1H,6H-quinoline-2,5-dione). Reaction SMILES: [O:1]=[C:2]1CCC[C:8]2NC(=S)C(C#N)=C[C:3]1=2.[NH2:15][C:16]1[CH2:21][CH:20]([C:22]2[CH:27]=[CH:26][CH:25]=[CH:24][CH:23]=2)[CH2:19][C:18](=[O:28])[CH:17]=1.C(OCC)(=O)C#C>>[C:22]1([CH:20]2[CH2:21][C:16]3[NH:15][C:2](=[O:1])[CH:3]=[CH:8][C:17]=3[C:18](=[O:28])[CH2:19]2)[CH:27]=[CH:26][CH:25]=[CH:24][CH:23]=1. Procedure details: In analogy to (Pettit, G. R.; Fleming, W. C.; Paull, K. D. J. Org. Chem. 1968, 33 (3) 1089-1092), 3-amino-5-phenylcyclohex-2-en-1-one reacted with ethyl propiolate to give the title compound as a colorless solid. Starting materials: FC(C1=C(CN2N=CC3=CC(=CC=C23)C=C2C(N=C(S2)SCC)=O)C=CC(=C1)C(F)(F)F)(F)F (5-[1-(2,4-Bis-trifluoromethyl-benzyl)-1H-indazol-5-ylmethylene]-2-ethylsulfanyl-thiazol-4-one), C(C)(C)(C)NC(=O)[C@H]1NCCNC1 (piperazine-2-(S)-carboxylic acid tert-butylamide). Yields the product FC(C1=C(CN2N=CC3=CC(=CC=C23)C=C2C(N=C(S2)N2C[C@H](NCC2)C(=O)NC(C)(C)C)=O)C=CC(=C1)C(F)(F)F)(F)F (4-[5-({1-[2,4-Bis(trifluoromethyl)benzyl]-1H-indazol-5-yl}methylidene)-4-oxo-4,5-dihydro-1,3-thiazol-2-yl]-N-tert-butylpiperazine-2-(S)-carboxamide). RXN SMILES: [F:1][C:2]([F:34])([F:33])[C:3]1[CH:28]=[C:27]([C:29]([F:32])([F:31])[F:30])[CH:26]=[CH:25][C:4]=1[CH2:5][N:6]1[C:14]2[C:9](=[CH:10][C:11]([CH:15]=[C:16]3[S:20][C:19](SCC)=[N:18][C:17]3=[O:24])=[CH:12][CH:13]=2)[CH:8]=[N:7]1.[C:35]([NH:39][C:40]([C@@H:42]1[CH2:47][NH:46][CH2:45][CH2:44][NH:43]1)=[O:41])([CH3:38])([CH3:37])[CH3:36]>>[F:34][C:2]([F:1])([F:33])[C:3]1[CH:28]=[C:27]([C:29]([F:30])([F:32])[F:31])[CH:26]=[CH:25][C:4]=1[CH2:5][N:6]1[C:14]2[C:9](=[CH:10][C:11]([CH:15]=[C:16]3[S:20][C:19]([N:46]4[CH2:45][CH2:44][NH:43][C@H:42]([C:40]([NH:39][C:35]([CH3:38])([CH3:37])[CH3:36])=[O:41])[CH2:47]4)=[N:18][C:17]3=[O:24])=[CH:12][CH:13]=2)[CH:8]=[N:7]1. Reported procedure: 4-[5-({1-[2,4-Bis(trifluoromethyl)benzyl]-1H-indazol-5-yl}methylidene)-4-oxo-4,5-dihydro-1,3-thiazol-2-yl]-N-tert-butylpiperazine-2-(S)-carboxamide was prepared from 5-[1-(2,4-Bis-trifluoromethyl-benzyl)-1H-indazol-5-ylmethylene]-2-ethylsulfanyl-thiazol-4-one and piperazine-2-(S)-carboxylic acid tert-butylamide following General Procedure C.